This data is from the Open Reaction Database (ORD), a public repository of structured organic reaction records. The task is: describe an organic reaction: reactants, conditions, products, and yield The reactants are CC(C)(C)C(C)(C)CO, ClCCl, O=[Cr](=O)([O-])Cl, c1cc[nH+]cc1. Product: CC(C)(C)C(C)(C)C=O. Reaction SMILES: [CH3:1][C:2]([CH2:3][OH:4])([C:5]([CH3:6])([CH3:7])[CH3:8])[CH3:9].[Cl:21][CH2:22][Cl:23].[O:10]=[Cr:11]([Cl:12])([O-:13])=[O:14].[nH+:15]1[cH:16][cH:17][cH:18][cH:19][cH:20]1>>[CH3:1][C:2]([CH:3]=[O:4])([C:5]([CH3:6])([CH3:7])[CH3:8])[CH3:9].